This data is from the Open Reaction Database (ORD), a public repository of structured organic reaction records. The task is: describe an organic reaction: reactants, conditions, products, and yield Reaction SMILES: [CH3:1][O:2][C:3]1[CH:8]=[CH:7][N:6]=[CH:5][C:4]=1[C:9]#[CH:10].[C:11]([C:13]1[CH:19]=[C:18](I)[C:16]([NH2:17])=[CH:15][CH:14]=1)#[N:12]>>[CH3:1][O:2][C:3]1[CH:8]=[CH:7][N:6]=[CH:5][C:4]=1[C:9]1[NH:17][C:16]2[C:18]([CH:10]=1)=[CH:19][C:13]([C:11]#[N:12])=[CH:14][CH:15]=2. The reactants are COC1=C(C=NC=C1)C#C (4-Methoxy-3-ethynyl-pyridine), C(#N)C1=CC=C(N)C(=C1)I (4-cyano-6-iodoaniline). Reported procedure: 4-Methoxy-3-ethynyl-pyridine and 4-cyano-6-iodoaniline are processed according to the method described in Example 86 to give 2-(4-methoxy-pyridin-3-yl)-1H-indole-5-carbonitrile. 2-(4-Methoxy-pyridin-3-yl)-1H-indole-5-carbonitrile is purified by HPLC using an Xbridge Shield RP18 with a gradient of acetonitrile in 0.1% NH4OH. 1H NMR (400 MHz, DMSO-d6) δ ppm 4.04 (s, 3H), 7.14 (d, J=1.3 Hz, 1H), 7.25 (d, J=5.8 Hz, 1H), 7.47 (dd, J=8.5, 1.6 Hz, 1H), 7.61 (d, J=8.3 Hz, 1H), 8.11 (s, 1H), 8.47 (d, J=5... Product: COC1=C(C=NC=C1)C=1NC2=CC=C(C=C2C1)C#N (2-(4-methoxy-pyridin-3-yl)-1H-indole-5-carbonitrile). The reactants are C(C)(C)(C)OC(=O)N1CC(C1)NC=1C=C2N3C(C(NN=C3COC2=CC1C)=O)C (3-(4,7-dimethyl-3-oxo-2,3,4,10-tetrahydro-9-oxa-1,2,4a-triaza-phenanthren-6-ylamino)-azetidine-1-carboxylic acid tert-butyl ester), C=O (paraformaldehyde), C(#N)[BH3-].[Na+] (sodium cyanoborohydride). The solvent is CO (MeOH), CC(=O)O (HOAc). Run at time 3 hour. Product: C(C)(C)(C)OC(=O)N1CC(C1)N(C)C=1C=C2N3C(C(NN=C3COC2=CC1C)=O)C (3-[(4,7-dimethyl-3-oxo-2,3,4,10-tetrahydro-9-oxa-1,2,4a-triaza-phenanthren-6-yl)-methyl-amino]-azetidine-1-carboxylic acid tert-butyl ester). The yield is 48.7%. RXN SMILES: [C:1]([O:5][C:6]([N:8]1[CH2:11][CH:10]([NH:12][C:13]2[CH:14]=[C:15]3[C:24](=[CH:25][C:26]=2[CH3:27])[O:23][CH2:22][C:21]2[N:16]3[CH:17]([CH3:29])[C:18](=[O:28])[NH:19][N:20]=2)[CH2:9]1)=[O:7])([CH3:4])([CH3:3])[CH3:2].C=O.[C:32]([BH3-])#N.[Na+]>CO.CC(O)=O>[C:1]([O:5][C:6]([N:8]1[CH2:11][CH:10]([N:12]([C:13]2[CH:14]=[C:15]3[C:24](=[CH:25][C:26]=2[CH3:27])[O:23][CH2:22][C:21]2[N:16]3[CH:17]([CH3:29])[C:18](=[O:28])[NH:19][N:20]=2)[CH3:32])[CH2:9]1)=[O:7])([CH3:4])([CH3:3])[CH3:2] |f:2.3|. Procedure details: A solution of 3-(4,7-dimethyl-3-oxo-2,3,4,10-tetrahydro-9-oxa-1,2,4a-triaza-phenanthren-6-ylamino)-azetidine-1-carboxylic acid tert-butyl ester (0.16 g, 0.40 mmol) and paraformaldehyde (neat, 0.024 g, 0.80 mmol) in MeOH (10 mL) and HOAc (1 mL) was heated at 70° C. for 14 h. The mixture was cooled to ambient temperature and sodium cyanoborohydride (0.050 g, 0.80 mmol) was added. The resulting dark solution was stirred at 70° C. for 3 h. The solvent was removed in vacuo and the residue was purifie... The reactants are CBr, CC(C)N1CCOC(C(=O)Oc2cccc3c2CCC3)C1, [Mg], C1CCOC1, O. Yields the product CC(C)N1CCOC(C(C)(O)Oc2cccc3c2CCC3)C1. As a reaction SMILES: [CH3:23][Br:24].[CH:1]([CH3:2])([CH3:3])[N:4]1[CH2:5][CH:6]([C:10](=[O:11])[O:12][c:13]2[c:14]3[c:18]([cH:19][cH:20][cH:21]2)[CH2:17][CH2:16][CH2:15]3)[O:7][CH2:8][CH2:9]1.[Mg:22].[O:26]1[CH2:27][CH2:28][CH2:29][CH2:30]1.[OH2:25]>>[CH:1]([CH3:2])([CH3:3])[N:4]1[CH2:5][CH:6]([C:10]([OH:11])([O:12][c:13]2[c:14]3[c:18]([cH:19][cH:20][cH:21]2)[CH2:17][CH2:16][CH2:15]3)[CH3:23])[O:7][CH2:8][CH2:9]1. Reactants: CC(=O)Nc1cccc2c(C(C)(C)O)c(C)oc12, CCO, [Na+], [OH-], O. Product: Cc1oc2c(N)cccc2c1C(C)(C)O. Reaction SMILES: [C:1](=[O:2])([CH3:3])[NH:4][c:5]1[cH:6][cH:7][cH:8][c:9]2[c:10]1[o:11][c:12]([CH3:18])[c:13]2[C:14]([CH3:15])([CH3:16])[OH:17].[CH3:21][CH2:22][OH:23].[Na+:20].[OH-:19].[OH2:24]>>[NH2:4][c:5]1[cH:6][cH:7][cH:8][c:9]2[c:10]1[o:11][c:12]([CH3:18])[c:13]2[C:14]([CH3:15])([CH3:16])[OH:17]. The reactants are C(C1=CC=CC=C1)N(S(=O)(=O)C1=CC=C(C=C1)OC)C1=C(C(=CC=C1C)C)CO (N-Benzyl-N-(2-hydroxymethyl-3,6-dimethyl-phenyl)-4-methoxy-benzenesulfonamide), CC(=O)C.OS(=O)(=O)O.O=[Cr](=O)=O (Jones reagent). Solvent: CC(=O)C (acetone). Reaction conditions: time 18 hour. The product is C(C1=CC=CC=C1)N(S(=O)(=O)C1=CC=C(C=C1)OC)C1=C(C(=CC=C1C)C)C=O (N-Benzyl-N-(2-formyl-3,6-dimethyl-phenyl)-4-methoxy-benzenesulfonamide). Isolated yield 90.7%. RXN SMILES: [CH2:1]([N:8]([C:20]1[C:25]([CH3:26])=[CH:24][CH:23]=[C:22]([CH3:27])[C:21]=1[CH2:28][OH:29])[S:9]([C:12]1[CH:17]=[CH:16][C:15]([O:18][CH3:19])=[CH:14][CH:13]=1)(=[O:11])=[O:10])[C:2]1[CH:7]=[CH:6][CH:5]=[CH:4][CH:3]=1.CC(C)=O.OS(O)(=O)=O.O=[Cr](=O)=O>CC(C)=O>[CH2:1]([N:8]([C:20]1[C:25]([CH3:26])=[CH:24][CH:23]=[C:22]([CH3:27])[C:21]=1[CH:28]=[O:29])[S:9]([C:12]1[CH:17]=[CH:16][C:15]([O:18][CH3:19])=[CH:14][CH:13]=1)(=[O:11])=[O:10])[C:2]1[CH:7]=[CH:6][CH:5]=[CH:4][CH:3]=1 |f:1.2.3|. Procedure details: To a solution of 438.7 mg of the product of Example 289 in 20 ml of acetone was added 5.33 ml (10.07 mmol) of Jones reagent and the reaction was stirred at room temperature for 18 hr. The resulting mixture was concentrated in vacuo and the residue was diluted with dichloromethane, washed with water and brine, dried over MgSO4, filtered and concnentrated in vacuo. The residue was triturated with hexane to provide 396 mg (91%) of the desired product as a white solid. Electrospray Mass Spec 410 (M+... Reactants: O (water), Cl.Cl.C(CCCCC)OC1=CC=C(C=C1)N1CCNCC1 (1-(4-hexyloxyphenyl)piperazine dihydrochloride), C([O-])(O)=O.[K+] (potassium bicarbonate), FC1=CC=C(C(=O)OCC)C=C1 (ethyl p-fluorobenzoate). Solvent: C(C)(=O)OCC (ethyl acetate), CS(=O)C (dimethylsulfoxide). Reaction conditions: temperature 150 celsius, time 10 hour. Yields the product C(CCCCC)OC1=CC=C(C=C1)N1CCN(CC1)C1=CC=C(C(=O)OCC)C=C1 (ethyl 4-[4-(4-hexyloxyphenyl)piperazin-1-yl]benzoate). Reaction SMILES: Cl.Cl.[CH2:3]([O:9][C:10]1[CH:15]=[CH:14][C:13]([N:16]2[CH2:21][CH2:20][NH:19][CH2:18][CH2:17]2)=[CH:12][CH:11]=1)[CH2:4][CH2:5][CH2:6][CH2:7][CH3:8].C(=O)(O)[O-].[K+].F[C:28]1[CH:38]=[CH:37][C:31]([C:32]([O:34][CH2:35][CH3:36])=[O:33])=[CH:30][CH:29]=1.O>CS(C)=O.C(OCC)(=O)C>[CH2:3]([O:9][C:10]1[CH:15]=[CH:14][C:13]([N:16]2[CH2:21][CH2:20][N:19]([C:28]3[CH:38]=[CH:37][C:31]([C:32]([O:34][CH2:35][CH3:36])=[O:33])=[CH:30][CH:29]=3)[CH2:18][CH2:17]2)=[CH:12][CH:11]=1)[CH2:4][CH2:5][CH2:6][CH2:7][CH3:8] |f:0.1.2,3.4|. Reported procedure: To a suspension of 1-(4-hexyloxyphenyl)piperazine dihydrochloride (0.914 g) and potassium bicarbonate (0.564 g) in dimethylsulfoxide (5 ml) was added ethyl p-fluorobenzoate (0.2 ml) and stirred for 10 hours at 150° C. The reaction mixture was added to a mixture of water and ethyl acetate. The organic layer was taken and dried over magnesium sulfate. The magnesium sulfate was filtered off, and the filtrate was evaporated under reduced pressure to give ethyl 4-[4-(4-hexyloxyphenyl)piperazin-1-yl]b...